From a dataset of the Open Reaction Database (ORD), a public repository of structured organic reaction records. describe an organic reaction: reactants, conditions, products, and yield The reactants are CC1(C)CCCNc2cc([N+](=O)[O-])ccc21, CN(C)c1ccncc1, O=C(Cl)Oc1ccc([N+](=O)[O-])cc1, ClCCCl, c1ccncc1. Product: CC1(C)CCCN(C(=O)Oc2ccc([N+](=O)[O-])cc2)c2cc([N+](=O)[O-])ccc21. Reaction SMILES: [CH3:1][C:2]1([CH3:16])[c:3]2[c:4]([cH:9][c:10]([N+:13](=[O:14])[O-:15])[cH:11][cH:12]2)[NH:5][CH2:6][CH2:7][CH2:8]1.[CH3:36][N:37]([CH3:38])[c:39]1[cH:40][cH:41][n:42][cH:43][cH:44]1.[Cl:23][C:24](=[O:25])[O:26][c:27]1[cH:28][cH:29][c:30]([N+:33](=[O:34])[O-:35])[cH:31][cH:32]1.[Cl:45][CH2:46][CH2:47][Cl:48].[cH:17]1[cH:18][cH:19][n:20][cH:21][cH:22]1>>[CH3:1][C:2]1([CH3:16])[c:3]2[c:4]([cH:9][c:10]([N+:13](=[O:14])[O-:15])[cH:11][cH:12]2)[N:5]([C:24](=[O:25])[O:26][c:27]2[cH:28][cH:29][c:30]([N+:33](=[O:34])[O-:35])[cH:31][cH:32]2)[CH2:6][CH2:7][CH2:8]1.